This data is from the Open Reaction Database (ORD), a public repository of structured organic reaction records. The task is: describe an organic reaction: reactants, conditions, products, and yield Reactants: Cc1cc(Br)ccn1, c1ccccc1, c1ccc(P(c2ccccc2)(c2ccccc2)[Pd](P(c2ccccc2)(c2ccccc2)c2ccccc2)(P(c2ccccc2)(c2ccccc2)c2ccccc2)P(c2ccccc2)(c2ccccc2)c2ccccc2)cc1, C[Sn](C)(C)c1cncs1. The product is Cc1cc(-c2cncs2)ccn1. As a reaction SMILES: [Br:1][c:2]1[cH:3][c:4]([CH3:8])[n:5][cH:6][cH:7]1.[cH:18]1[cH:19][cH:20][cH:21][cH:22][cH:23]1.[cH:24]1[cH:25][cH:26][c:27]([P:28]([Pd:29]([P:30]([c:31]2[cH:32][cH:33][cH:34][cH:35][cH:36]2)([c:37]2[cH:38][cH:39][cH:40][cH:41][cH:42]2)[c:43]2[cH:44][cH:45][cH:46][cH:47][cH:48]2)([P:49]([c:50]2[cH:51][cH:52][cH:53][cH:54][cH:55]2)([c:56]2[cH:57][cH:58][cH:59][cH:60][cH:61]2)[c:62]2[cH:63][cH:64][cH:65][cH:66][cH:67]2)[P:68]([c:69]2[cH:70][cH:71][cH:72][cH:73][cH:74]2)([c:75]2[cH:76][cH:77][cH:78][cH:79][cH:80]2)[c:81]2[cH:82][cH:83][cH:84][cH:85][cH:86]2)([c:87]2[cH:88][cH:89][cH:90][cH:91][cH:92]2)[c:93]2[cH:94][cH:95][cH:96][cH:97][cH:98]2)[cH:99][cH:100]1.[s:9]1[cH:10][n:11][cH:12][c:13]1[Sn:14]([CH3:15])([CH3:16])[CH3:17]>>[c:2]1(-[c:13]2[s:9][cH:10][n:11][cH:12]2)[cH:3][c:4]([CH3:8])[n:5][cH:6][cH:7]1.